Dataset: the Open Reaction Database (ORD), a public repository of structured organic reaction records. Task: describe an organic reaction: reactants, conditions, products, and yield Starting materials: CN1C2CCC1CC(=O)C2 (tropinone), C(C)N(C(=O)C=1C=CC=2C(C3=CC=CC=C3OC2C1)=O)CC (9-Oxo-9H-xanthene-3-carboxylic acid diethylamide). Yields the product C(C)N(C(=O)C=1C=CC=2C(C3=CC=CC=C3OC2C1)=C1CC2CCC(C1)N2C)CC (9-(8-Methyl-8-aza-bicyclo[3.2.1]oct-3-ylidene)-9H-xanthene-3-carboxylic acid diethylamide). As a reaction SMILES: [CH3:1][N:2]1[CH:6]2[CH2:7][C:8]([CH2:10][CH:3]1[CH2:4][CH2:5]2)=O.[CH2:11]([N:13]([CH2:31][CH3:32])[C:14]([C:16]1[CH:17]=[CH:18][C:19]2[C:20](=O)[C:21]3[C:26]([O:27][C:28]=2[CH:29]=1)=[CH:25][CH:24]=[CH:23][CH:22]=3)=[O:15])[CH3:12]>>[CH2:31]([N:13]([CH2:11][CH3:12])[C:14]([C:16]1[CH:17]=[CH:18][C:19]2[C:20](=[C:8]3[CH2:10][CH:3]4[N:2]([CH3:1])[CH:6]([CH2:5][CH2:4]4)[CH2:7]3)[C:21]3[C:26]([O:27][C:28]=2[CH:29]=1)=[CH:25][CH:24]=[CH:23][CH:22]=3)=[O:15])[CH3:32]. Procedure: Following Procedure 7 and substituting tropinone for N-carbethoxynortropinone, compound 6a was converted to the title compound. MS m/z=403.2 (M+1); 1H NMR 300 MHz (CDCl3) δ 1.2 (br s, 6H), 1.9 (m, 2H), 2.5 (s, 3H), 2.8 (m, 2H), 3.1 (m, 2H), 3.3 (m, 2H), 3.4 (br s, 2H), 3.6 (m, 4H), 7.0-7.3 (m, 7H). Starting materials: B, O=C(O)c1ccc(S(=O)(=O)C[N+](=O)[O-])cc1, CSC, Cl, C1CCOC1. Yields the product O=[N+]([O-])CS(=O)(=O)c1ccc(CO)cc1. RXN SMILES: [BH3:4].[C:5](=[O:6])([OH:7])[c:8]1[cH:9][cH:10][c:11]([S:14](=[O:15])(=[O:16])[CH2:17][N+:18](=[O:19])[O-:20])[cH:12][cH:13]1.[CH3:1][S:2][CH3:3].[ClH:21].[O:22]1[CH2:23][CH2:24][CH2:25][CH2:26]1>>[CH2:5]([OH:6])[c:8]1[cH:9][cH:10][c:11]([S:14](=[O:15])(=[O:16])[CH2:17][N+:18](=[O:19])[O-:20])[cH:12][cH:13]1. Starting materials: CS(C)=O, CNC1=NC(=O)N(c2cccc(F)c2)C12CCNC(C)C2, BrCc1cccc(I)c1, [K+], [K+], O=C([O-])[O-], O. Product: CNC1=NC(=O)N(c2cccc(F)c2)C12CCN(Cc1cccc(I)c1)C(C)C2. Reaction SMILES: [CH3:37][S:38]([CH3:39])=[O:40].[F:1][c:2]1[cH:3][c:4]([N:8]2[C:9](=[O:21])[N:10]=[C:11]([NH:19][CH3:20])[C:12]23[CH2:13][CH:14]([CH3:18])[NH:15][CH2:16][CH2:17]3)[cH:5][cH:6][cH:7]1.[I:28][c:29]1[cH:30][c:31]([CH2:32][Br:33])[cH:34][cH:35][cH:36]1.[K+:22].[K+:23].[O-:24][C:25]([O-:26])=[O:27].[OH2:41]>>[F:1][c:2]1[cH:3][c:4]([N:8]2[C:9](=[O:21])[N:10]=[C:11]([NH:19][CH3:20])[C:12]23[CH2:13][CH:14]([CH3:18])[N:15]([CH2:32][c:31]2[cH:30][c:29]([I:28])[cH:36][cH:35][cH:34]2)[CH2:16][CH2:17]3)[cH:5][cH:6][cH:7]1. Reactants: C(C=C)OC=1C=C(OC2=CC=C(C=O)C=C2)C=CC1F (4-(3-(allyloxy)-4-fluorophenoxy)benzaldehyde), CC1=C(N)C=CC=C1[N+](=O)[O-] (2-methyl-3-nitroaniline). Yields the product C(C=C)OC=1C=C(OC2=CC=C(CNC3=C(C(=CC=C3)[N+](=O)[O-])C)C=C2)C=CC1F (N-(4-(3-(allyloxy)-4-fluorophenoxy)benzyl)-N-(2-methyl-3-nitrophenyl)amine). As a reaction SMILES: [CH2:1]([O:4][C:5]1[CH:6]=[C:7]([CH:17]=[CH:18][C:19]=1[F:20])[O:8][C:9]1[CH:16]=[CH:15][C:12]([CH:13]=O)=[CH:11][CH:10]=1)[CH:2]=[CH2:3].[CH3:21][C:22]1[C:28]([N+:29]([O-:31])=[O:30])=[CH:27][CH:26]=[CH:25][C:23]=1[NH2:24]>>[CH2:1]([O:4][C:5]1[CH:6]=[C:7]([CH:17]=[CH:18][C:19]=1[F:20])[O:8][C:9]1[CH:16]=[CH:15][C:12]([CH2:13][NH:24][C:23]2[CH:25]=[CH:26][CH:27]=[C:28]([N+:29]([O-:31])=[O:30])[C:22]=2[CH3:21])=[CH:11][CH:10]=1)[CH:2]=[CH2:3]. Procedure details: The product from Example 305D and 2-methyl-3-nitroaniline were processed as in Example 6A to provide the title compound. MS (ESI−) m/z 407 (M−H)+. Reactants: C(C)(C)[Mg]Cl (iso-propylmagnesium chloride), CC1=C(C=C(C(=O)OC)C=C1)N1C(C(=NC=C1)N[C@H]([C@H](CN1CCCC1)C)C1=CC=CC2=CC=CC=C12)=O (4-methyl-3-[3-[[(1R,2S)-2-methyl-1-(1-naphthalenyl)-3-(1-pyrrolidinyl)propyl]amino]-2-oxo-1(2H)-pyrazinyl]-benzoic acid, methyl ester), Cl.CON (O-methylhydroxylamine hydrochloride). Solvent: O1CCCC1 (tetrahydrofuran). Product: CONC(C1=CC(=C(C=C1)C)N1C(C(=NC=C1)N[C@H]([C@H](CN1CCCC1)C)C1=CC=CC2=CC=CC=C12)=O)=O (N-Methoxy-4-methyl-3-[3-[[(1R,2S)-2-methyl-1-(1-naphthalenyl)-3-(1-pyrrolidinyl)propyl]amino]-2-oxo-1(2H)-pyrazinyl]-benzamide). Yield: 70.2%. RXN SMILES: C([Mg]Cl)(C)C.[CH3:6][C:7]1[CH:16]=[CH:15][C:10]([C:11](OC)=[O:12])=[CH:9][C:8]=1[N:17]1[CH:22]=[CH:21][N:20]=[C:19]([NH:23][C@@H:24]([C:33]2[C:42]3[C:37](=[CH:38][CH:39]=[CH:40][CH:41]=3)[CH:36]=[CH:35][CH:34]=2)[C@@H:25]([CH3:32])[CH2:26][N:27]2[CH2:31][CH2:30][CH2:29][CH2:28]2)[C:18]1=[O:43].Cl.[CH3:45][O:46][NH2:47]>O1CCCC1>[CH3:45][O:46][NH:47][C:11](=[O:12])[C:10]1[CH:15]=[CH:16][C:7]([CH3:6])=[C:8]([N:17]2[CH:22]=[CH:21][N:20]=[C:19]([NH:23][C@@H:24]([C:33]3[C:42]4[C:37](=[CH:38][CH:39]=[CH:40][CH:41]=4)[CH:36]=[CH:35][CH:34]=3)[C@@H:25]([CH3:32])[CH2:26][N:27]3[CH2:31][CH2:30][CH2:29][CH2:28]3)[C:18]2=[O:43])[CH:9]=1 |f:2.3|. Reported procedure: A solution of iso-propylmagnesium chloride (2M in diethyl ether, 1.2 mL) was added dropwise to a stirred mixture of 4-methyl-3-[3-[[(1R,2S)-2-methyl-1-(1-naphthalenyl)-3-(1-pyrrolidinyl)propyl]amino]-2-oxo-1(2H)-pyrazinyl]-benzoic acid, methyl ester (Example 158b, 90 mg), O-methylhydroxylamine hydrochloride (65 mg) and tetrahydrofuran (2 mL) at room temperature. After 15 min the reaction was quenched with sat. aqueous NH4Cl and extracted into ethyl acetate. The organic phase was dried (Na2SO4), ... The reactants are C[C@@H]1[C@H](C[C@@H]([C@H](O1)O[C@H]2[C@@H]([C@H]([C@H]([C@@H]([C@@H]2O)O)O)O)O)N)NC(=N)C(=O)O (kasugamycin), FC(C(=O)O)(F)F (trifluoroacetic acid). Product: C1(C(C(C(C(C1O)O)O)O)O)O (D-chiro-inositol). Reaction SMILES: C[C@H]1O[C@H]([O:8][C@@H:9]2[C@@H:14]([OH:15])[C@@H:13]([OH:16])[C@H:12]([OH:17])[C@H:11]([OH:18])[C@H:10]2[OH:19])[C@@H](N)C[C@@H]1NC(C(O)=O)=N.FC(F)(F)C(O)=O>>[CH:9]1([OH:8])[CH:10]([OH:19])[CH:11]([OH:18])[CH:12]([OH:17])[CH:13]([OH:16])[CH:14]1[OH:15]. Procedure details: The need for investigational and commercial quantities of D-chiro-inositol has led to the development of several methods for the isolation (by extraction from plant tissues), partial synthesis or complete synthesis of that compound. Especially promising is hydrolysis of the aminoglycoside kasugamycin (produced by fermentation of Streptomyces kasugaspinus) as described in U.S. Pat. No. 5,091,596 issued to Kennington et al. According to that patent, kasugamycin is treated with trifluoroacetic acid... Starting materials: O=C([O-])[O-], Cc1ccc(C(=O)O)cc1B1OC(C)(C)C(C)(C)O1, COc1ccc(S(=O)(=O)[O-])c(OC)c1-c1ccccc1P(C1CCCCC1)C1CCCCC1, [Cs+], [Cs+], CNC(=O)c1c(-c2ccc(F)cc2)oc2cnc(OS(=O)(=O)C(F)(F)F)cc12, [Na+], CN(C)C=O, O. The product is CNC(=O)c1c(-c2ccc(F)cc2)oc2cnc(-c3cc(C(=O)O)ccc3C)cc12. Reaction SMILES: [C:35](=[O:36])([O-:37])[O-:38].[CH3:41][c:42]1[c:43]([B:51]2[O:52][C:53]([CH3:54])([CH3:55])[C:56]([CH3:57])([CH3:58])[O:59]2)[cH:44][c:45]([C:46](=[O:47])[OH:48])[cH:49][cH:50]1.[CH:1]1([P:2]([CH:3]2[CH2:4][CH2:5][CH2:6][CH2:7][CH2:8]2)[c:9]2[cH:10][cH:11][cH:12][cH:13][c:14]2-[c:15]2[c:16]([O:17][CH3:18])[cH:19][cH:20][c:21]([S:22]([O-:23])(=[O:24])=[O:25])[c:26]2[O:27][CH3:28])[CH2:29][CH2:30][CH2:31][CH2:32][CH2:33]1.[Cs+:39].[Cs+:40].[F:60][C:61]([F:62])([F:63])[S:64]([O:65][c:66]1[cH:67][c:68]2[c:69]([cH:70][n:71]1)[o:72][c:73](-[c:79]1[cH:80][cH:81][c:82]([F:85])[cH:83][cH:84]1)[c:74]2[C:75]([NH:76][CH3:77])=[O:78])(=[O:86])=[O:87].[Na+:34].[O:88]=[CH:89][N:90]([CH3:91])[CH3:92].[OH2:93]>>[CH3:41][c:42]1[c:43](-[c:66]2[cH:67][c:68]3[c:69]([cH:70][n:71]2)[o:72][c:73](-[c:79]2[cH:80][cH:81][c:82]([F:85])[cH:83][cH:84]2)[c:74]3[C:75]([NH:76][CH3:77])=[O:78])[cH:44][c:45]([C:46](=[O:47])[OH:48])[cH:49][cH:50]1. Reactants: CCCCCCC(C)(C)c1ccc(C2=CC(=O)CCC2)c(O)c1, CCCCC, O. Yields the product CCCCCCC(C)(C)c1ccc(C2=CC(O)CCC2)c(O)c1. As a reaction SMILES: [CH3:1][C:2]([CH2:3][CH2:4][CH2:5][CH2:6][CH2:7][CH3:8])([CH3:9])[c:10]1[cH:11][c:12]([OH:23])[c:13]([C:16]2=[CH:17][C:18](=[O:22])[CH2:19][CH2:20][CH2:21]2)[cH:14][cH:15]1.[CH3:25][CH2:26][CH2:27][CH2:28][CH3:29].[OH2:24]>>[CH3:1][C:2]([CH2:3][CH2:4][CH2:5][CH2:6][CH2:7][CH3:8])([CH3:9])[c:10]1[cH:11][c:12]([OH:23])[c:13]([C:16]2=[CH:17][CH:18]([OH:22])[CH2:19][CH2:20][CH2:21]2)[cH:14][cH:15]1. The reactants are CO, O=C(O)C1=Cc2ccc(C3CCCCC3)cc21, O, O=S(=O)(O)O. The product is COC(=O)C1=Cc2ccc(C3CCCCC3)cc21. As a reaction SMILES: [CH3:19][OH:20].[CH:1]1([c:7]2[cH:8][cH:9][c:10]3[c:11]([cH:17]2)[C:12]([C:14](=[O:15])[OH:16])=[CH:13]3)[CH2:2][CH2:3][CH2:4][CH2:5][CH2:6]1.[OH2:18].[S:21](=[O:22])(=[O:23])([OH:24])[OH:25]>>[CH:1]1([c:7]2[cH:8][cH:9][c:10]3[c:11]([cH:17]2)[C:12]([C:14]([O:15][CH3:19])=[O:16])=[CH:13]3)[CH2:2][CH2:3][CH2:4][CH2:5][CH2:6]1. Starting materials: CNC1=CC=NC=C1 (4-(methylamino)pyridine), C(CCC)[Li] (n-butyl lithium), resultant mixture, BrCC#N (bromoacetonitrile), C(=S)=S (carbon disulfide), resultant mixture. Solvent: C1CCOC1 (THF). Run at temperature -10 celsius, time 1 hour. Yields the product CN(C(=S)SCC#N)C1=CC=NC=C1 (cyanomethyl methyl(pyridin-4-yl)carbamodithioate). The yield is 59.0%. As a reaction SMILES: [CH3:1][NH:2][C:3]1[CH:8]=[CH:7][N:6]=[CH:5][CH:4]=1.C([Li])CCC.[C:14](=[S:16])=[S:15].Br[CH2:18][C:19]#[N:20]>C1COCC1>[CH3:1][N:2]([C:3]1[CH:8]=[CH:7][N:6]=[CH:5][CH:4]=1)[C:14]([S:16][CH2:18][C:19]#[N:20])=[S:15]. Procedure details: To a cold (−10° C.) solution of 4-(methylamino)pyridine (9 g, 0.0841 mol) in anhydrous THF (200 mL) was added n-butyl lithium (2.5M, 44 mL, 0.11 mol) dropwise such that the temperature remained below −7° C. The resulting pale yellow suspension was allowed to stir for about one hour at −10° C. To this mixture was added carbon disulfide (10.2 mL, 12.936 g, 0.168 mol) over one hour at 0° C. and the mixture was left to stir overnight at room temperature. The resultant mixture was cooled to 0° C. and...